This data is from the Open Reaction Database (ORD), a public repository of structured organic reaction records. The task is: describe an organic reaction: reactants, conditions, products, and yield Product: COC=1C=C(C=CC1N1C=NC(=C1)C)NC1=NC=2C(CCCC2C=N1)C1=CC(=CC=C1)C(F)(F)F ([3-Methoxy-4-(4-methyl-imidazol-1-yl)-phenyl]-[8-(3-trifluoromethyl-phenyl)-5,6,7,8-tetrahydro-quinazolin-2-yl]-amine), solid. Procedure details: The title compound was prepared from 6-[1-dimethylamino-methylidene]-2-(3-trifluoromethyl-phenyl)-cyclohexanone (132 g, 0.44 mmol) and N-[3-methoxy-4-(4-methyl-imidazol-1-yl)-phenyl]-guanidine dinitrate (163 mg, 0.44 mmol) using in analogous manner the procedure described in example 45b). Obtained as an off-white solid (62 mg, 29%). MS ISP (m/e): 480.1 [(M+H)−]. mp 213-215° C. Reaction SMILES: CN(C)[CH:3]=[C:4]1[C:9](=O)[CH:8]([C:11]2[CH:16]=[CH:15][CH:14]=[C:13]([C:17]([F:20])([F:19])[F:18])[CH:12]=2)[CH2:7][CH2:6][CH2:5]1.[N+]([O-])(O)=O.[N+]([O-])(O)=O.[CH3:30][O:31][C:32]1[CH:33]=[C:34]([NH:44][C:45]([NH2:47])=[NH:46])[CH:35]=[CH:36][C:37]=1[N:38]1[CH:42]=[C:41]([CH3:43])[N:40]=[CH:39]1>>[CH3:30][O:31][C:32]1[CH:33]=[C:34]([NH:44][C:45]2[N:47]=[CH:3][C:4]3[CH2:5][CH2:6][CH2:7][CH:8]([C:11]4[CH:16]=[CH:15][CH:14]=[C:13]([C:17]([F:18])([F:20])[F:19])[CH:12]=4)[C:9]=3[N:46]=2)[CH:35]=[CH:36][C:37]=1[N:38]1[CH:42]=[C:41]([CH3:43])[N:40]=[CH:39]1 |f:1.2.3|. Isolated yield 29.0%. Starting materials: CN(C=C1CCCC(C1=O)C1=CC(=CC=C1)C(F)(F)F)C (6-[1-dimethylamino-methylidene]-2-(3-trifluoromethyl-phenyl)-cyclohexanone), [N+](=O)(O)[O-].[N+](=O)(O)[O-].COC=1C=C(C=CC1N1C=NC(=C1)C)NC(=N)N (N-[3-methoxy-4-(4-methyl-imidazol-1-yl)-phenyl]-guanidine dinitrate).